Dataset: the Open Reaction Database (ORD), a public repository of structured organic reaction records. Task: describe an organic reaction: reactants, conditions, products, and yield The reactants are ClC1=NC=C(C(=N1)C1=CC(=CC(=C1)C(F)(F)F)Cl)C (2-chloro-4-(3-chloro-5-(trifluoromethyl)phenyl)-5-methylpyrimidine), CN1CCN(CC1)CC1=CC=C(N)C=C1 (4-((4-methylpiperazin-1-yl)methyl)aniline). The solvent is C(Cl)Cl.CO (CH2Cl2 CH3OH). Yields the product ClC=1C=C(C=C(C1)C(F)(F)F)C1=NC(=NC=C1C)NC1=CC=C(C=C1)CN1CCN(CC1)C (4-(3-chloro-5-(trifluoromethyl)phenyl)-5-methyl-N-(4-((4-methylpiperazin-1-yl)methyl)phenyl)pyrimidin-2-amine). The yield is 76.0%. Reaction SMILES: Cl[C:2]1[N:7]=[C:6]([C:8]2[CH:13]=[C:12]([C:14]([F:17])([F:16])[F:15])[CH:11]=[C:10]([Cl:18])[CH:9]=2)[C:5]([CH3:19])=[CH:4][N:3]=1.[CH3:20][N:21]1[CH2:26][CH2:25][N:24]([CH2:27][C:28]2[CH:34]=[CH:33][C:31]([NH2:32])=[CH:30][CH:29]=2)[CH2:23][CH2:22]1>C(Cl)Cl.CO>[Cl:18][C:10]1[CH:9]=[C:8]([C:6]2[C:5]([CH3:19])=[CH:4][N:3]=[C:2]([NH:32][C:31]3[CH:30]=[CH:29][C:28]([CH2:27][N:24]4[CH2:23][CH2:22][N:21]([CH3:20])[CH2:26][CH2:25]4)=[CH:34][CH:33]=3)[N:7]=2)[CH:13]=[C:12]([C:14]([F:17])([F:16])[F:15])[CH:11]=1 |f:2.3|. Reported procedure: The title compound was prepared according to synthesis procedure B described above from 2-chloro-4-(3-chloro-5-(trifluoromethyl)phenyl)-5-methylpyrimidine and 4-((4-methylpiperazin-1-yl)methyl)aniline in 76% yield (yellow solid) after flash chromatography (CH2Cl2/CH3OH 99:1 gradually increasing to 95:5). 1H NMR (400 MHz, CDCl3): δ 8.35 (s, 1H), 7.79 (d, 2H, J=7.8 Hz), 7.69 (s, 1H), 7.55 (d, 2H, J=8.2 Hz), 7.26 (d, 2H, J=8.6 Hz), 3.47 (s, 2H), 2.50 (bs, 8H), 2.31 (s, 3H), 2.25 (s, 3H); MS (ESI): ... The reactants are ClC1=C(C=C(C(=O)O)C=C1)S(N(CCCC)CCCC)(=O)=O (4-chloro-3-di-n-butylsulfamoylbenzoic acid), CC1CCCCC1 (methylcyclohexane). RXN SMILES: ClC1C=CC(C(O)=O)=CC=1S(=O)(=O)[N:12]([CH2:17][CH2:18][CH2:19][CH3:20])[CH2:13][CH2:14][CH2:15][CH3:16].CC1CCCCC1>>[CH2:13]([NH:12][CH2:17][CH2:18][CH2:19][CH3:20])[CH2:14][CH2:15][CH3:16]. Procedure: 4-chloro-3-di-n-butylsulfamoylbenzoic acid, melting point: 73°-75° C. (from methylcyclohexane) Yields the product C(CCC)NCCCC (di-n-butyl amine). Reactants: [Al+3], CCN(C(C)=O)C(C)CC1(c2ccccc2)C=CCC=C1, [H-], [H-], [H-], [H-], [Li+], C1CCOC1. As a reaction SMILES: [Al+3:2].[CH2:7]([CH3:8])[N:9]([C:10]([CH3:11])=[O:12])[CH:13]([CH2:14][C:15]1([c:21]2[cH:22][cH:23][cH:24][cH:25][cH:26]2)[CH:16]=[CH:17][CH2:18][CH:19]=[CH:20]1)[CH3:27].[H-:1].[H-:4].[H-:5].[H-:6].[Li+:3].[O:28]1[CH2:29][CH2:30][CH2:31][CH2:32]1>>[CH2:7]([CH3:8])[N:9]([CH2:10][CH3:11])[CH:13]([CH2:14][C:15]1([c:21]2[cH:22][cH:23][cH:24][cH:25][cH:26]2)[CH:16]=[CH:17][CH2:18][CH:19]=[CH:20]1)[CH3:27]. The product is CCN(CC)C(C)CC1(c2ccccc2)C=CCC=C1.